This data is from the Open Reaction Database (ORD), a public repository of structured organic reaction records. The task is: describe an organic reaction: reactants, conditions, products, and yield The reactants are ClC=1C=CC(=C(C(=O)OCC2=CC=CC=C2)C1)OCC1=CC=CC=C1 (Phenylmethyl 5-chloro-2-[(phenylmethyl)oxy]benzoate), [OH-].[Na+] (NaOH). The solvent is C(C)O (ethanol). The product is ClC=1C=CC(=C(C(=O)O)C1)OCC1=CC=CC=C1 (5-Chloro-2-[(phenylmethyl)oxy]benzoic acid). RXN SMILES: [Cl:1][C:2]1[CH:3]=[CH:4][C:5]([O:18][CH2:19][C:20]2[CH:25]=[CH:24][CH:23]=[CH:22][CH:21]=2)=[C:6]([CH:17]=1)[C:7]([O:9]CC1C=CC=CC=1)=[O:8].[OH-].[Na+]>C(O)C>[Cl:1][C:2]1[CH:3]=[CH:4][C:5]([O:18][CH2:19][C:20]2[CH:25]=[CH:24][CH:23]=[CH:22][CH:21]=2)=[C:6]([CH:17]=1)[C:7]([OH:9])=[O:8] |f:1.2|. Procedure: Phenylmethyl 5-chloro-2-[(phenylmethyl)oxy]benzoate (may be prepared as described in Description 43; 4.16 g, 11.8 mmol), in ethanol (40 ml) and 2M NaOH (20 ml) was heated at reflux for two hours. The mixture was cooled, concentrated in vacuo, acidified with 2M HCl and extracted with ethyl acetate (×3). The organics were washed with brine, dried (MgSO4), and concentrated to give a yellow oil. Purified using biotage chromatography (C18 cartridge, CH3CN/H2O) to give the title compound as a white so... Run in O1CCCC1 (tetrahydrofuran), O1CCCC1 (tetrahydrofuran). Reactants: FC(F)P(C1=CC=CC=C1)(C1=CC=CC=C1)=O (difluoromethyl-diphenyl-phosphine-oxide), C(C)(C)NC(C)C.[Li] (lithium diisopropylamine), O1C(CCCC1)OC1=CC=2CC[C@H]3[C@@H]4CCC([C@@]4(C)CC[C@@H]3C2C=C1)=O (3-tetrahydropyranyloxy-estra-1,3,5 (10)-trien-17-one), O (water). Reaction conditions: time 1 hour. Product: FC(=C1[C@]2(C)[C@@H](CC1)[C@@H]1CCC=3C=C(C=CC3[C@H]1CC2)OC2OCCCC2)F (17-difluoromethylene-3-(tetrahydro-pyran-2-yl-oxy)-estra-1,3,5(10)-triene). The yield is 111.9%. Reported procedure: 757 mg of difluoromethyl-diphenyl-phosphine-oxide (M. L. Edwards et al. Tetrahedron Letters p. 5571, 1990) in 38 ml of tetrahydrofuran is slowly mixed with 1.5 ml of a 2 M lithium diisopropylamine solution at -50° C., stirred for 1 hour, and mixed with a solution of 1.06 g of 3-tetrahydropyranyloxy-estra-1,3,5 (10)-trien-17-one in 11 ml of tetrahydrofuran. It is stirred for 15 minutes at -50° C., allowed to come to room temperature and stirred for 3.5 hours at a bath temperature of 80° C. For wo... Reaction SMILES: [F:1][CH:2](P(=O)(C1C=CC=CC=1)C1C=CC=CC=1)[F:3].C(NC(C)C)(C)C.[Li].[O:26]1[CH2:31][CH2:30][CH2:29][CH2:28][CH:27]1[O:32][C:33]1[CH:50]=[CH:49][C:48]2[C@@H:47]3[C@H:38]([C@H:39]4[C@@:43]([CH2:45][CH2:46]3)([CH3:44])[C:42](=O)[CH2:41][CH2:40]4)[CH2:37][CH2:36][C:35]=2[CH:34]=1.O>O1CCCC1>[F:1][C:2]([F:3])=[C:42]1[CH2:41][CH2:40][C@H:39]2[C@H:38]3[C@H:47]([CH2:46][CH2:45][C@:43]12[CH3:44])[C:48]1[CH:49]=[CH:50][C:33]([O:32][CH:27]2[CH2:28][CH2:29][CH2:30][CH2:31][O:26]2)=[CH:34][C:35]=1[CH2:36][CH2:37]3 |f:1.2,^1:24|. Starting materials: NC(=O)N (urea), C(C)(C)(C)OC(=O)N1CCN(CC1)S(=O)(=O)C=1C(=C(N)C=CC1Cl)O (3-[4-(tert- butoxycarbonyl)piperazin-1-yl]sulfonyl4-chloro-2-hydroxyaniline), ClC1=C(C=CC=C1Cl)N=C=O (2,3-dichlorophenylisocyanate). Yields the product C(C)(C)(C)OC(=O)N1CCN(CC1)S(=O)(=O)C=1C(=C(C=CC1Cl)NC(=O)NC1=C(C(=CC=C1)Cl)Cl)O (N-[3-[4-(tert-butoxycarbonyl)piperazin-1-yl]sulfonyl4-chloro-2-hydroxyphenyl]-N′-(2,3- dichlorophenyl) urea). Isolated yield 20.9%. Reaction SMILES: NC(N)=O.[C:5]([O:9][C:10]([N:12]1[CH2:17][CH2:16][N:15]([S:18]([C:21]2[C:22]([OH:29])=[C:23]([CH:25]=[CH:26][C:27]=2[Cl:28])[NH2:24])(=[O:20])=[O:19])[CH2:14][CH2:13]1)=[O:11])([CH3:8])([CH3:7])[CH3:6].[Cl:30][C:31]1[C:36]([Cl:37])=[CH:35][CH:34]=[CH:33][C:32]=1[N:38]=[C:39]=[O:40]>>[C:5]([O:9][C:10]([N:12]1[CH2:17][CH2:16][N:15]([S:18]([C:21]2[C:22]([OH:29])=[C:23]([NH:24][C:39]([NH:38][C:32]3[CH:33]=[CH:34][CH:35]=[C:36]([Cl:37])[C:31]=3[Cl:30])=[O:40])[CH:25]=[CH:26][C:27]=2[Cl:28])(=[O:19])=[O:20])[CH2:14][CH2:13]1)=[O:11])([CH3:8])([CH3:6])[CH3:7]. Procedure: Following the general procedure for urea formation outlined in example 15, 3-[4-(tert- butoxycarbonyl)piperazin-1-yl]sulfonyl4-chloro-2-hydroxyaniline (110 mg, 0.28 mmol) and 2,3-dichlorophenylisocyanate (64 mg, 0.34 mmol) were coupled to form the desired urea (34 mg, 25%). EI-MS (m/z) 576.65, 578.65, 580.67 (M−). Procedure details: A mixture of 80 g of diethyl malonate, 30 g of paraformaldehyde, 5 g of potassium acetate, 5 g of copper (II) acetate monohydrate and 200 ml of acetic acid was heated at 90° to 100° C. for 2 hours. Acetic acid was removed from the reaction mixture under reduced pressure, and the residue was evaporated under reduced pressure to obtain 44 g of bis(ethoxycarbonyl)ethylene. The product is C(C)OC(=O)C=CC(=O)OCC (bis(ethoxycarbonyl)ethylene). The reagents and catalysts are O.C(C)(=O)[O-].[Cu+2].C(C)(=O)[O-] (copper (II) acetate monohydrate). Reactants: C(CC(=O)OCC)(=O)OCC (diethyl malonate), C=O (paraformaldehyde), C(C)(=O)[O-].[K+] (potassium acetate), C(C)(=O)O (acetic acid). Reaction SMILES: [C:1]([O:9][CH2:10][CH3:11])(=[O:8])[CH2:2][C:3](OCC)=O.C=O.[C:14]([O-:17])(=[O:16])C.[K+].[C:19](O)(=O)[CH3:20]>O.C([O-])(=O)C.[Cu+2].C([O-])(=O)C>[CH2:19]([O:17][C:14]([CH:3]=[CH:2][C:1]([O:9][CH2:10][CH3:11])=[O:8])=[O:16])[CH3:20] |f:2.3,5.6.7.8|. Starting materials: CO.ClCCl (MeOH dichloromethane), C(OC1=CC(=CC(=C1)C(F)(F)F)C1=NN(C=N1)\C=C/C(=O)NN)(OCC(C)C)=O ((Z)-3-(1-(3-hydrazinyl-3-oxoprop-1-enyl)-1H-1,2,4-triazol-3-yl)-5-(trifluoromethyl)phenyl isobutyl carbonate), COC(OC)OC (Trimethylorthoformate), CS(=O)(=O)O (methanesulphonic acid), ice water. The solvent is C1CCOC1 (THF). Run at temperature 70 celsius. The product is C(OC1=CC(=CC(=C1)C(F)(F)F)C1=NN(C=N1)\C=C/C=1OC=NN1)(OCC(C)C)=O ((Z)-3-(1-(2-(1,3,4-oxadiazol-2-yl)vinyl)-1H-1,2,4-triazol-3-yl)-5-(trifluoromethyl)phenyl isobutyl carbonate). Yield: 4.9%. As a reaction SMILES: [C:1](=[O:29])([O:24][CH2:25][CH:26]([CH3:28])[CH3:27])[O:2][C:3]1[CH:8]=[C:7]([C:9]([F:12])([F:11])[F:10])[CH:6]=[C:5]([C:13]2[N:17]=[CH:16][N:15](/[CH:18]=[CH:19]\[C:20]([NH:22][NH2:23])=[O:21])[N:14]=2)[CH:4]=1.[CH3:30]OC(OC)OC.CS(O)(=O)=O.CO.ClCCl>C1COCC1>[C:1](=[O:29])([O:24][CH2:25][CH:26]([CH3:27])[CH3:28])[O:2][C:3]1[CH:8]=[C:7]([C:9]([F:10])([F:11])[F:12])[CH:6]=[C:5]([C:13]2[N:17]=[CH:16][N:15](/[CH:18]=[CH:19]\[C:20]3[O:21][CH:30]=[N:23][N:22]=3)[N:14]=2)[CH:4]=1 |f:3.4|. Reported procedure: In a 100-mL, 3-neck round-bottomed flask equipped with nitrogen inlet, and a rubber septum, (Z)-3-(1-(3-hydrazinyl-3-oxoprop-1-enyl)-1H-1,2,4-triazol-3-yl)-5-(trifluoromethyl)phenyl isobutyl carbonate (2 g, 1.0 eq.) was dissolved in THF (20 mL, 10V). Trimethylorthoformate (0.56 g, 1.1 eq.) and methanesulphonic acid (0.23 g, 0.5 eq.) were added and the reaction was refluxed at 70° C. for 2-3 h. The progress of the reaction was followed by TLC analysis on silica gel with 10% MeOH-dichloromethane a... Reactants: CC(=CCOC1=CC=C(C(=O)OCC)C=C1)C (Ethyl 4-(3-methyl-but-2-enyloxy)-benzoate). Solvent: C1(=CC=CC=C1)OC (anisole). Product: CC(C(=C)C)C=1C=C(C(=O)OCC)C=CC1O (ethyl 3-(1,2-dimethyl-allyl)-4-hydroxy-benzoate). Isolated yield 53.7%. Reaction SMILES: CC(C)=CC[O:5][C:6]1[CH:16]=[CH:15][C:9]([C:10]([O:12][CH2:13][CH3:14])=[O:11])=[CH:8][CH:7]=1>C1(OC)C=CC=CC=1>[CH3:7][CH:8]([C:16]1[CH:15]=[C:9]([CH:8]=[CH:7][C:6]=1[OH:5])[C:10]([O:12][CH2:13][CH3:14])=[O:11])[C:9]([CH3:15])=[CH2:10]. Procedure details: Ethyl 4-(3-methyl-but-2-enyloxy)-benzoate (2.23 g, 9.53 mmol) was dissolved in anisole (8 ml) and the mixture stirred and held at reflux for 4 days. The solvent was removed in vacuo and the residue subjected to column chromatography on silica. Elution with 20% ethyl acetate in petroleum ether afforded ethyl 3-(1,2-dimethyl-allyl)-4-hydroxy-benzoate (600 mg, 27%) as a colorless solid. 1H NMR (DMSO-d6) 10.32 (1H, br s), 7.67 (1H, dd), 7.62 (1H, s), 6.90 (1H, d), 4.90 (1H, s), 4.85 (1H, s), 4.25 (2... Reactants: ClC1=CC(=NC(=N1)C1=CC=CC=C1)NC1=CC=C(C=C1)S(=O)(=O)C ((6-chloro-2-phenyl-pyrimidin-4-yl)-(4-methanesulfonyl-phenyl)-amine), N1CCOCC1 (morpholine). As a reaction SMILES: Cl[C:2]1[N:7]=[C:6]([C:8]2[CH:13]=[CH:12][CH:11]=[CH:10][CH:9]=2)[N:5]=[C:4]([NH:14][C:15]2[CH:20]=[CH:19][C:18]([S:21]([CH3:24])(=[O:23])=[O:22])=[CH:17][CH:16]=2)[CH:3]=1.[NH:25]1[CH2:30][CH2:29][O:28][CH2:27][CH2:26]1>C(O)CCC>[CH3:24][S:21]([C:18]1[CH:19]=[CH:20][C:15]([NH:14][C:4]2[CH:3]=[C:2]([N:25]3[CH2:30][CH2:29][O:28][CH2:27][CH2:26]3)[N:7]=[C:6]([C:8]3[CH:13]=[CH:12][CH:11]=[CH:10][CH:9]=3)[N:5]=2)=[CH:16][CH:17]=1)(=[O:23])=[O:22]. Solvent: C(CCC)O (n-butanol). Yields the product CS(=O)(=O)C1=CC=C(C=C1)NC1=NC(=NC(=C1)N1CCOCC1)C1=CC=CC=C1 ((4-methanesulfonyl-phenyl)-(6-morpholin-4-yl-2-phenyl-pyrimidin-4-yl)-amine). Procedure: A sample of (6-chloro-2-phenyl-pyrimidin-4-yl)-(4-methanesulfonyl-phenyl)-amine (0.18 g, 0.48 mmol) was treated with morpholine (0.08 g, 0.97 mmol) in n-butanol at refluxing temperature for 12 hour to give the desired product.